Dataset: the Open Reaction Database (ORD), a public repository of structured organic reaction records. Task: describe an organic reaction: reactants, conditions, products, and yield The reactants are C(C1=CC=CC=C1)OC([C@H]1N(CCC1)C([C@@H](NC(=O)OC(C)(C)C)C(C)C)=O)=O (N-(tert-Butoxycarbonyl)-L-valyl-L-proline benzyl ester), Cl (hydrogen chloride). The solvent is O1CCOCC1 (dioxane). Reaction conditions: time 1 hour. Yields the product Cl.C(C1=CC=CC=C1)OC([C@H]1N(CCC1)C([C@@H](N)C(C)C)=O)=O (L-valyl-L-proline benzyl ester hydrochloride). RXN SMILES: [CH2:1]([O:8][C:9](=[O:29])[C@@H:10]1[CH2:14][CH2:13][CH2:12][N:11]1[C:15](=[O:28])[C@H:16]([CH:25]([CH3:27])[CH3:26])[NH:17]C(OC(C)(C)C)=O)[C:2]1[CH:7]=[CH:6][CH:5]=[CH:4][CH:3]=1.[ClH:30]>O1CCOCC1>[ClH:30].[CH2:1]([O:8][C:9](=[O:29])[C@@H:10]1[CH2:14][CH2:13][CH2:12][N:11]1[C:15](=[O:28])[C@H:16]([CH:25]([CH3:27])[CH3:26])[NH2:17])[C:2]1[CH:7]=[CH:6][CH:5]=[CH:4][CH:3]=1 |f:3.4|. Procedure: N-(tert-Butoxycarbonyl)-L-valyl-L-proline benzyl ester (20.0 g) was dissolved in 4N hydrogen chloride in dioxane (30 ml) under ice bath cooling. After being stirred at room temperature for one hour, the reaction mixture was evaporated under reduced pressure. The residue was pulverized with ether to give L-valyl-L-proline benzyl ester hydrochloride (14.56 g). Reactants: C(C)(C)(C)OC(=O)N1C=C(C=2C1=NC=C(C2)C#N)CCl (3-chloromethyl-5-cyano-pyrrolo[2,3-b]pyridine-1-carboxylic acid tert-butyl ester), N (ammonia), C(C)(C)(C)OC(N(CC=1C=NC=C(C1)F)C1=NC(=C(C=C1)Br)F)=O ((5-bromo-6-fluoro-pyridin-2-yl)-(5-fluoro-pyridin-3-ylmethyl)-carbamic acid tert-butyl ester), C(C)(C)[Mg]Cl (isopropylmagnesium chloride), C(#N)[Cu] (CuCN). Run in O1CCCC1 (tetrahydrofuran), O1CCCC1 (tetrahydrofuran), O1CCCC1 (tetrahydrofuran). Conditions: temperature 5 celsius, time 5 minute. The product is C(C)(C)(C)OC(N(CC=1C=NC=C(C1)F)C1=NC(=C(C=C1)CC1=CNC2=NC=C(C=C21)C#N)F)=O ([5-(5-cyano-1H-pyrrolo[2,3-b]pyridin-3-ylmethyl)-6-fluoro-pyridin-2-yl]-(5-fluoro-pyridin-3-ylmethyl)-carbamic acid tert-butyl ester). The yield is 94.1%. As a reaction SMILES: [C:1]([O:5][C:6](=[O:24])[N:7]([C:16]1[CH:21]=[CH:20][C:19](Br)=[C:18]([F:23])[N:17]=1)[CH2:8][C:9]1[CH:10]=[N:11][CH:12]=[C:13]([F:15])[CH:14]=1)([CH3:4])([CH3:3])[CH3:2].C([Mg]Cl)(C)C.C([Cu])#N.C(OC([N:40]1[C:44]2=[N:45][CH:46]=[C:47]([C:49]#[N:50])[CH:48]=[C:43]2[C:42]([CH2:51]Cl)=[CH:41]1)=O)(C)(C)C.N>O1CCCC1>[C:1]([O:5][C:6](=[O:24])[N:7]([C:16]1[CH:21]=[CH:20][C:19]([CH2:51][C:42]2[C:43]3[C:44](=[N:45][CH:46]=[C:47]([C:49]#[N:50])[CH:48]=3)[NH:40][CH:41]=2)=[C:18]([F:23])[N:17]=1)[CH2:8][C:9]1[CH:10]=[N:11][CH:12]=[C:13]([F:15])[CH:14]=1)([CH3:4])([CH3:3])[CH3:2]. Reported procedure: To (5-bromo-6-fluoro-pyridin-2-yl)-(5-fluoro-pyridin-3-ylmethyl)-carbamic acid tert-butyl ester (631, 0.600 g, 1.50 mmol, prepared as described in Example 60) in tetrahydrofuran (10.0 mL) at −25° C. under an atmosphere of nitrogen, was added a solution of isopropylmagnesium chloride (2.0 M in tetrahydrofuran, 0.730 mL). The reaction was allowed to warm to 5° C. over 1 hour. The reaction was cooled to −35° C., followed by addition of a solution of CuCN.2LiCl (0.65 M in tetrahydrofuran, 2.4 mL). A... The reactants are Clc1nncc2cc(Br)ccc12, O=C([O-])[O-], CC#N, CC(C)N1CC2CC1CN2, Cl, Cl, [K+], [K+]. Yields the product CC(C)N1CC2CC1CN2c1nncc2cc(Br)ccc12. As a reaction SMILES: [Br:1][c:2]1[cH:3][c:4]2[cH:5][n:6][n:7][c:8]([Cl:12])[c:9]2[cH:10][cH:11]1.[C:25](=[O:26])([O-:27])[O-:28].[CH3:31][C:32]#[N:33].[CH:15]([CH3:16])([CH3:17])[N:18]1[CH:19]2[CH2:20][NH:21][CH:22]([CH2:23]1)[CH2:24]2.[ClH:13].[ClH:14].[K+:29].[K+:30]>>[Br:1][c:2]1[cH:3][c:4]2[cH:5][n:6][n:7][c:8]([N:21]3[CH2:20][CH:19]4[N:18]([CH:15]([CH3:16])[CH3:17])[CH2:23][CH:22]3[CH2:24]4)[c:9]2[cH:10][cH:11]1. The reactants are N1CCC(CC1)N1CCC2=CC=C(C=C12)Br (1-(Piperidin-4-yl)-6-bromoindoline), FC1=CC=C(OCCCBr)C=C1 (4-fluorophenoxypropyl bromide). Product: FC1=CC=C(OCCCN2CCC(CC2)N2CCC3=CC=C(C=C23)Br)C=C1 (1-[1-(4-fluorophenoxypropyl)-piperdin-4-yl]-6-bromoindoline). The yield is 89.2%. Reaction SMILES: [NH:1]1[CH2:6][CH2:5][CH:4]([N:7]2[C:15]3[C:10](=[CH:11][CH:12]=[C:13]([Br:16])[CH:14]=3)[CH2:9][CH2:8]2)[CH2:3][CH2:2]1.[F:17][C:18]1[CH:28]=[CH:27][C:21]([O:22][CH2:23][CH2:24][CH2:25]Br)=[CH:20][CH:19]=1>>[F:17][C:18]1[CH:28]=[CH:27][C:21]([O:22][CH2:23][CH2:24][CH2:25][N:1]2[CH2:6][CH2:5][CH:4]([N:7]3[C:15]4[C:10](=[CH:11][CH:12]=[C:13]([Br:16])[CH:14]=4)[CH2:9][CH2:8]3)[CH2:3][CH2:2]2)=[CH:20][CH:19]=1. Reported procedure: 1-(Piperidin-4-yl)-6-bromoindoline (1.6 g) and 4-fluorophenoxypropyl bromide (1.6 g) were treated as in Example 2 to give the title compound (2.2 g) as a white powder (yield: 90%). Procedure details: (3aS,4S,6aR)-2,2-dimethyl-4,6a-dihydro-3aH-cyclopenta[d][1,3]dioxol-4-ol (2-1) (9.76 g, 62.5 mmol, 1.0 equiv) was dissolved in DCM (200 mL). Pyridine (7.58 mL, 94.0 mmol, 1.5 equiv) was added and the mixture stirred at 0° C. After 1 hour DMAP (3.05 g, 25.0 mmol, 0.4 equiv) was added followed by methyl chloroformate (19.4 mL, 250 mmol, 4 equiv). The resulting mixture was stirred overnight, and the temperature was allowed to slowly increase to room temperature. The reaction was partitioned between... The reagents and catalysts are CN(C)C=1C=CN=CC1 (DMAP). The product is C(O[C@H]1C=C[C@H]2OC(O[C@H]21)(C)C)(OC)=O ((3aR,4S,6aR)-2,2-dimethyl-4,6a-dihydro-3aH-cyclopenta[d][1,3]dioxol-4-yl methyl carbonate). As a reaction SMILES: [CH3:1][C:2]1([CH3:11])[O:6][C@@H:5]2[CH:7]=[CH:8][C@H:9]([OH:10])[C@@H:4]2[O:3]1.N1C=CC=CC=1.Cl[C:19]([O:21][CH3:22])=[O:20]>C(Cl)Cl.CN(C1C=CN=CC=1)C>[C:19](=[O:20])([O:21][CH3:22])[O:10][C@@H:9]1[C@H:4]2[C@H:5]([O:6][C:2]([CH3:11])([CH3:1])[O:3]2)[CH:7]=[CH:8]1. The reactants are N1=CC=CC=C1 (Pyridine), CC1(O[C@@H]2[C@H](O1)C=C[C@@H]2O)C ((3aS,4S,6aR)-2,2-dimethyl-4,6a-dihydro-3aH-cyclopenta[d][1,3]dioxol-4-ol), ClC(=O)OC (methyl chloroformate). Conditions: temperature 0 celsius. Run in C(Cl)Cl (DCM). Reactants: BrCC1CO1, O=C([O-])[O-], [Cs+], [Cs+], CN(C)C=O, NC(=O)Nc1ccccc1O. Product: NC(=O)Nc1ccccc1OCC1CO1. As a reaction SMILES: [Br:1][CH2:2][CH:3]1[CH2:4][O:5]1.[C:17](=[O:18])([O-:19])[O-:20].[Cs+:21].[Cs+:22].[O:23]=[CH:24][N:25]([CH3:26])[CH3:27].[OH:6][c:7]1[c:8]([NH:13][C:14](=[O:15])[NH2:16])[cH:9][cH:10][cH:11][cH:12]1>>[CH2:2]([CH:3]1[CH2:4][O:5]1)[O:6][c:7]1[c:8]([NH:13][C:14](=[O:15])[NH2:16])[cH:9][cH:10][cH:11][cH:12]1. Reactants: C(CCC)[Sn](C1OC=CCC1)(CCCC)CCCC (2-Tributylstannyl-2,3-dihydropyran), BrC=1C=C2C(=CN(C2=CC1)C(C1=CC=CC=C1)=O)C1CN(CC1)C (5-bromo-3-(N-methylpyrrolidin-3-yl)-1-benzoylindole), Pd[PPh3 ]4. The solvent is C1(=CC=CC=C1)C (toluene). Product: O1C(CCC=C1)C=1C=C2C(=CN(C2=CC1)C(C1=CC=CC=C1)=O)C1CN(CC1)C (5-(2,3-Dihydropyran-2-yl)-3-(N-methylpyrrolidin-3-yl)-1-benzoylindole). The yield is 566.9%. RXN SMILES: C([Sn](CCCC)(CCCC)[CH:6]1[CH2:11][CH2:10][CH:9]=[CH:8][O:7]1)CCC.Br[C:21]1[CH:22]=[C:23]2[C:27](=[CH:28][CH:29]=1)[N:26]([C:30](=[O:37])[C:31]1[CH:36]=[CH:35][CH:34]=[CH:33][CH:32]=1)[CH:25]=[C:24]2[CH:38]1[CH2:42][CH2:41][N:40]([CH3:43])[CH2:39]1>C1(C)C=CC=CC=1>[O:7]1[CH:8]=[CH:9][CH2:10][CH2:11][CH:6]1[C:21]1[CH:22]=[C:23]2[C:27](=[CH:28][CH:29]=1)[N:26]([C:30](=[O:37])[C:31]1[CH:36]=[CH:35][CH:34]=[CH:33][CH:32]=1)[CH:25]=[C:24]2[CH:38]1[CH2:42][CH2:41][N:40]([CH3:43])[CH2:39]1. Reported procedure: To a stirred solution of 2-tributylstannyl-2,3-dihydropyran (Example 6, 0.41 g, 0.11 mmol) in anhydrous toluene (15 mL) was added 5-bromo-3-(N-methylpyrrolidin-3-yl)-1-benzoylindole (Example 5b, 0.280 g, 0.729 mmol) and Pd[PPh3 ]4 (0.09 g, 0.076 mmol). The mixture was heated to reflux for 6.5 hours, cooled, filtered through celite and concentrated by reduced pressure. The crude product was purified by column chromatography [95:5 CH2Cl2 : NH3 (2M in MeOH)] to yield the title compound (0.241 g, 85...